This data is from the Open Reaction Database (ORD), a public repository of structured organic reaction records. The task is: describe an organic reaction: reactants, conditions, products, and yield The reactants are CC(=O)[O-], CC(=O)[O-], Cc1ccccc1, [Hg+2], Cc1nc(N)nc2c1C(=S)NC(c1ccc(F)cc1Br)C2, NOCC1COCCO1. The product is Cc1nc(N)nc2c1C(=NOCC1COCCO1)NC(c1ccc(F)cc1Br)C2. As a reaction SMILES: [C:38]([O-:39])(=[O:40])[CH3:41].[C:43]([O-:44])(=[O:45])[CH3:46].[CH3:31][c:32]1[cH:33][cH:34][cH:35][cH:36][cH:37]1.[Hg+2:42].[NH2:1][c:2]1[n:3][c:4]([CH3:21])[c:5]2[c:6]([n:7]1)[CH2:8][CH:9]([c:13]1[c:14]([Br:20])[cH:15][c:16]([F:19])[cH:17][cH:18]1)[NH:10][C:11]2=[S:12].[O:22]1[CH:23]([CH2:28][O:29][NH2:30])[CH2:24][O:25][CH2:26][CH2:27]1>>[NH2:1][c:2]1[n:3][c:4]([CH3:21])[c:5]2[c:6]([n:7]1)[CH2:8][CH:9]([c:13]1[c:14]([Br:20])[cH:15][c:16]([F:19])[cH:17][cH:18]1)[NH:10][C:11]2=[N:30][O:29][CH2:28][CH:23]1[O:22][CH2:27][CH2:26][O:25][CH2:24]1. Starting materials: C(C1=CC=CC=C1)N1OC[C@@H]2[C@]1(C=1C=CC(=CC1OC2)F)C (rel-(3aR,9bS)-1-benzyl-7-fluoro-9b-methyl-3,3a,4,9b-tetrahydro-1H-chromeno[4,3-c]isoxazole). The reagents and catalysts are [Pd] (Palladium on carbon). Solvent: CO (MeOH). Run at time 24 hour. Yields the product N[C@]1([C@H](COC2=CC(=CC=C12)F)CO)C (rel-((3S,4S)-4-amino-7-fluoro-4-methylchroman-3-yl)methanol). Yield: 94.8%. As a reaction SMILES: C([N:8]1[C@:12]2([CH3:22])[C:13]3[CH:14]=[CH:15][C:16]([F:21])=[CH:17][C:18]=3[O:19][CH2:20][C@@H:11]2[CH2:10][O:9]1)C1C=CC=CC=1>[Pd].CO>[NH2:8][C@:12]1([CH3:22])[C:13]2[C:18](=[CH:17][C:16]([F:21])=[CH:15][CH:14]=2)[O:19][CH2:20][C@@H:11]1[CH2:10][OH:9]. Procedure: 10% Palladium on carbon (0.213 g, 0.200 mmol) was added under a nitrogen atmosphere to a solution of rel-(3aR,9bS)-1-benzyl-7-fluoro-9b-methyl-3,3a,4,9b-tetrahydro-1H-chromeno[4,3-c]isoxazole from step F2 (1.2 g, 4.01 mmol), in MeOH (200 mL). The resulting flask was repeatedly flushed with hydrogen gas and vigorously stirred under an atmosphere of hydrogen (double balloon) for 24 h. The reaction mixture was purged with nitrogen, filtered through celite, and concentrated in vacuo. The filtrate wa... The reactants are Cc1ccc(-c2cc(C=O)nn2C(C)(C)C)cc1, COc1ccc(N2CCN(CCN)CC2)cc1. Product: COc1ccc(N2CCN(CCNCc3cc(-c4ccc(C)cc4)n(C(C)(C)C)n3)CC2)cc1. RXN SMILES: [C:18]([CH3:19])([CH3:20])([CH3:21])[n:22]1[n:23][c:24]([CH:34]=[O:35])[cH:25][c:26]1-[c:27]1[cH:28][cH:29][c:30]([CH3:33])[cH:31][cH:32]1.[CH3:1][O:2][c:3]1[cH:4][cH:5][c:6]([N:9]2[CH2:10][CH2:11][N:12]([CH2:15][CH2:16][NH2:17])[CH2:13][CH2:14]2)[cH:7][cH:8]1>>[CH3:1][O:2][c:3]1[cH:4][cH:5][c:6]([N:9]2[CH2:10][CH2:11][N:12]([CH2:15][CH2:16][NH:17][CH2:34][c:24]3[n:23][n:22]([C:18]([CH3:19])([CH3:20])[CH3:21])[c:26](-[c:27]4[cH:28][cH:29][c:30]([CH3:33])[cH:31][cH:32]4)[cH:25]3)[CH2:13][CH2:14]2)[cH:7][cH:8]1. Reaction SMILES: [Br:1][c:2]1[cH:3][cH:4][c:5]([O:8][CH3:9])[cH:6][cH:7]1.[CH2:12]([c:13]1[cH:14][cH:15][cH:16][cH:17][cH:18]1)[O:19][c:20]1[n:21][c:22]([CH3:29])[cH:23][c:24]([CH3:28])[c:25]1[CH:26]=[O:27].[Cl-:30].[I:11].[Mg:10].[NH4+:31].[O:32]1[CH2:33][CH2:34][CH2:35][CH2:36]1>>[c:2]1([CH:26]([c:25]2[c:20]([O:19][CH2:12][c:13]3[cH:14][cH:15][cH:16][cH:17][cH:18]3)[n:21][c:22]([CH3:29])[cH:23][c:24]2[CH3:28])[OH:27])[cH:3][cH:4][c:5]([O:8][CH3:9])[cH:6][cH:7]1. Starting materials: COc1ccc(Br)cc1, Cc1cc(C)c(C=O)c(OCc2ccccc2)n1, [Cl-], I, [Mg], [NH4+], C1CCOC1. The product is COc1ccc(C(O)c2c(C)cc(C)nc2OCc2ccccc2)cc1. Starting materials: CC(=O)O, CSc1ccc([N+](=O)[O-])cc1F, [Fe], O. Product: CSc1ccc(N)cc1F. As a reaction SMILES: [CH3:13][C:14](=[O:15])[OH:16].[F:1][c:2]1[c:3]([S:11][CH3:12])[cH:4][cH:5][c:6]([N+:8]([O-:9])=[O:10])[cH:7]1.[Fe:18].[OH2:17]>>[F:1][c:2]1[c:3]([S:11][CH3:12])[cH:4][cH:5][c:6]([NH2:8])[cH:7]1. Reactants: CC(C)(C)c1nc(C=Cc2cn(-c3ccccc3)nc2O)co1, O=C([O-])[O-], CN(C)C=O, CCOC(=O)Cc1ccc(-c2nc(COc3ccc(CCl)cc3OC)c(C)o2)cc1, Cl, [K+], [K+], O. Product: CCOC(=O)Cc1ccc(-c2nc(COc3ccc(COc4nn(-c5ccccc5)cc4C=Cc4coc(C(C)(C)C)n4)cc3OC)c(C)o2)cc1. Reaction SMILES: [C:32]([CH3:33])([CH3:34])([CH3:35])[c:36]1[o:37][cH:38][c:39]([CH:41]=[CH:42][c:43]2[c:44]([OH:54])[n:45][n:46](-[c:48]3[cH:49][cH:50][cH:51][cH:52][cH:53]3)[cH:47]2)[n:40]1.[C:55](=[O:56])([O-:57])[O-:58].[CH3:61][N:62]([CH3:63])[CH:64]=[O:65].[Cl:1][CH2:2][c:3]1[cH:4][c:5]([O:29][CH3:30])[c:6]([O:7][CH2:8][c:9]2[n:10][c:11](-[c:15]3[cH:16][cH:17][c:18]([CH2:21][C:22](=[O:23])[O:24][CH2:25][CH3:26])[cH:19][cH:20]3)[o:12][c:13]2[CH3:14])[cH:27][cH:28]1.[ClH:31].[K+:59].[K+:60].[OH2:66]>>[CH2:2]([c:3]1[cH:4][c:5]([O:29][CH3:30])[c:6]([O:7][CH2:8][c:9]2[n:10][c:11](-[c:15]3[cH:16][cH:17][c:18]([CH2:21][C:22](=[O:23])[O:24][CH2:25][CH3:26])[cH:19][cH:20]3)[o:12][c:13]2[CH3:14])[cH:27][cH:28]1)[O:54][c:44]1[c:43]([CH:42]=[CH:41][c:39]2[cH:38][o:37][c:36]([C:32]([CH3:33])([CH3:34])[CH3:35])[n:40]2)[cH:47][n:46](-[c:48]2[cH:49][cH:50][cH:51][cH:52][cH:53]2)[n:45]1. The reactants are C1CCNCC1, CCN, CC1=C(C=O)CCc2cc(OCCCc3ccc(F)cc3)ccc21. Yields the product CCNCC1=C(C)c2ccc(OCCCc3ccc(F)cc3)cc2CC1. Reaction SMILES: [CH2:28]1[CH2:29][CH2:30][NH:31][CH2:32][CH2:33]1.[CH3:25][CH2:26][NH2:27].[F:1][c:2]1[cH:3][cH:4][c:5]([CH2:8][CH2:9][CH2:10][O:11][c:12]2[cH:13][c:14]3[c:19]([cH:20][cH:21]2)[C:18]([CH3:22])=[C:17]([CH:23]=[O:24])[CH2:16][CH2:15]3)[cH:6][cH:7]1>>[F:1][c:2]1[cH:3][cH:4][c:5]([CH2:8][CH2:9][CH2:10][O:11][c:12]2[cH:13][c:14]3[c:19]([cH:20][cH:21]2)[C:18]([CH3:22])=[C:17]([CH2:23][NH:27][CH2:26][CH3:25])[CH2:16][CH2:15]3)[cH:6][cH:7]1. The reactants are CCOP(=O)(OCC)C(O)C(CC1CCCCC1)NC(=O)C(CC(C)C)NC(=O)C(Cc1ccccc1)NC(=O)OC(C)(C)C, CC(C)(C)OC(=O)NC(Cc1cncn1COCc1ccccc1)C(=O)O, CCN(C(C)C)C(C)C, C(=NC1CCCCC1)=NC1CCCCC1, C1CCOC1, O, On1nnc2ccccc21. Yields the product CCOP(=O)(OCC)C(O)C(CC1CCCCC1)NC(=O)C(Cc1cncn1COCc1ccccc1)NC(=O)OC(C)(C)C. As a reaction SMILES: [CH3:1][C:2]([CH3:3])([O:4][C:5]([NH:6][CH:7]([C:8]([NH:9][CH:10]([C:11](=[O:12])[NH:26][CH:27]([CH:28]([OH:29])[P:30](=[O:31])([O:32][CH2:33][CH3:34])[O:35][CH2:36][CH3:37])[CH2:38][CH:39]1[CH2:40][CH2:41][CH2:42][CH2:43][CH2:44]1)[CH2:13][CH:14]([CH3:15])[CH3:16])=[O:17])[CH2:18][c:19]1[cH:20][cH:21][cH:22][cH:23][cH:24]1)=[O:25])[CH3:45].[CH3:46][C:47]([CH3:48])([O:49][C:50](=[O:51])[NH:52][CH:53]([CH2:54][c:55]1[cH:56][n:57][cH:58][n:59]1[CH2:60][O:61][CH2:62][c:63]1[cH:64][cH:65][cH:66][cH:67][cH:68]1)[C:69](=[O:70])[OH:71])[CH3:72].[CH:84]([N:85]([CH2:86][CH3:87])[CH:88]([CH3:89])[CH3:90])([CH3:91])[CH3:92].[CH:93]1([N:94]=[C:95]=[N:96][CH:97]2[CH2:98][CH2:99][CH2:100][CH2:101][CH2:102]2)[CH2:103][CH2:104][CH2:105][CH2:106][CH2:107]1.[O:108]1[CH2:109][CH2:110][CH2:111][CH2:112]1.[OH2:73].[OH:74][n:75]1[c:76]2[cH:77][cH:78][cH:79][cH:80][c:81]2[n:82][n:83]1>>[NH:26]([CH:27]([CH:28]([OH:29])[P:30](=[O:31])([O:32][CH2:33][CH3:34])[O:35][CH2:36][CH3:37])[CH2:38][CH:39]1[CH2:40][CH2:41][CH2:42][CH2:43][CH2:44]1)[C:69]([CH:53]([NH:52][C:50]([O:49][C:47]([CH3:46])([CH3:48])[CH3:72])=[O:51])[CH2:54][c:55]1[cH:56][n:57][cH:58][n:59]1[CH2:60][O:61][CH2:62][c:63]1[cH:64][cH:65][cH:66][cH:67][cH:68]1)=[O:70]. Starting materials: CN(C=1C=C2COC(C2=CC1)=C1C(NC2=CC=CC=C12)=O)C (3-(5-Dimethylamino-3H-isobenzofuran-1-ylidene)-1,3-dihydro-indol-2-one), C=O (paraformaldehyde), N1CCCCC1 (piperidine). The solvent is CCO (EtOH). Yields the product CN(C=1C=C2COC(C2=CC1)=C1C(N(C2=CC=CC=C12)CN1CCCCC1)=O)C (3-(5-Dimethylamino-3H-isobenzofuran-1-ylidene)-1-piperidin-1-ylmethyl-1,3-dihydro-indol-2-one). Yield: 89.5%. As a reaction SMILES: [CH3:1][N:2]([CH3:22])[C:3]1[CH:4]=[C:5]2[C:9](=[CH:10][CH:11]=1)[C:8](=[C:12]1[C:20]3[C:15](=[CH:16][CH:17]=[CH:18][CH:19]=3)[NH:14][C:13]1=[O:21])[O:7][CH2:6]2.[CH2:23]=O.[NH:25]1[CH2:30][CH2:29][CH2:28][CH2:27][CH2:26]1>CCO>[CH3:1][N:2]([CH3:22])[C:3]1[CH:4]=[C:5]2[C:9](=[CH:10][CH:11]=1)[C:8](=[C:12]1[C:20]3[C:15](=[CH:16][CH:17]=[CH:18][CH:19]=3)[N:14]([CH2:23][N:25]3[CH2:30][CH2:29][CH2:28][CH2:27][CH2:26]3)[C:13]1=[O:21])[O:7][CH2:6]2. Procedure: A mixture of 3-(5-Dimethylamino-3H-isobenzofuran-1-ylidene)-1,3-dihydro-indol-2-one (550 mg, 1.88 mmol), paraformaldehyde (141 mg, 4.7 mmol) and piperidine (240 mg, 2.82 mmol) in 20 mL of EtOH was stirred at reflux for overnight and cooled to room temperature. The solid which formed on cooling was collected by filtration, washed with EtOH (5 mL) and dried under vacuum to give the title compound (655 mg, 89%) as bright yellow crystals. The reactants are 3'-azido-2-thio-5'-tritylthymidine, C(Cl)(Cl)Cl.CO (CHCl3 MeOH), [C@@H]1(C[C@H](O)[C@@H](CO)O1)N1C(=S)NC(=O)C(C)=C1 (2-thiothymidine), 5'-hydroxyl, CS(=O)(=O)Cl (methanesulfonyl chloride), 1-(2'-deoxy-5'-trityl-β-D-lyxofuranosyl)-2-thiothymidine, 1-(2'-deoxy-3'-mesyl-5'-trityl-β-D-lyxofuranosyl)-2-thiothymine, 3'-hydroxyl, [C@@H]1(C[C@H](O)[C@@H](CO)O1)N1C(=S)NC(=O)C(C)=C1 (thiothymidine), [N-]=[N+]=[N-].[Li+] (Lithium azide). Run in CC(=O)OCC1=C2C=CC=CC2=C(C3=CC=CC=C31)COC(=O)C (acetic), CN(C)C=O (DMF), N1=CC=CC=C1 (pyridine), CN(C)C=O (DMF). Reaction conditions: temperature 5 celsius. Yields the product N(=[N+]=[N-])[C@@]1(C[C@@H](O[C@@H]1CO)N1C(=S)NC(=O)C(C)=C1)O (3'-Azido-2-thiothymidine). RXN SMILES: [C@@H:1]1([N:9]2[CH:17]=[C:15]([CH3:16])[C:13](=[O:14])[NH:12][C:10]2=[S:11])[O:8][C@H:5]([CH2:6][OH:7])[C@@H:3]([OH:4])[CH2:2]1.CS(Cl)(=O)=O.[N-:23]=[N+:24]=[N-:25].[Li+].C(Cl)(Cl)Cl.CO>N1C=CC=CC=1.CN(C=O)C.CC(OCC1C2C(=CC=CC=2)C(COC(C)=O)=C2C=1C=CC=C2)=O>[N:23]([C@@:3]1([OH:4])[C@@H:5]([CH2:6][OH:7])[O:8][C@@H:1]([N:9]2[CH:17]=[C:15]([CH3:16])[C:13](=[O:14])[NH:12][C:10]2=[S:11])[CH2:2]1)=[N+:24]=[N-:25] |f:2.3,4.5|. Procedure: 3'2-O-Anhydro-5'-tritylthymidine (10.5 g, 22.4 mMol) was added to a solution of sodium (0.52 g, 22.4 mMol) in dry ethanol (1.2 L) and the reaction was refluxed for six hours. The reaction was cooled and neutralized with 1N HCl. The solvent was removed in vacuo and the resultant all purified by flash chromatography on silica gel by elution with CHCl3 :MeOH (96.4 v/v). A 30% yield of 1-(2'-deoxy-5'-trityl-D-lyxofuranosyl)-2-ethoxythymine was obtained. The 2-ethoxythymidine derivative (3.5 g, 16.8 ...